From a dataset of the Open Reaction Database (ORD), a public repository of structured organic reaction records. describe an organic reaction: reactants, conditions, products, and yield Reactants: CC(C)(C)CC1NC(C(=O)Nc2ccn(CCO[Si](C)(C)C(C)(C)C)c(=O)c2)C(c2cccc(Cl)c2F)C1(C#N)c1ccc(Cl)cc1F, C1CCOC1, Cl. Product: CC(C)(C)CC1NC(C(=O)Nc2ccn(CCO)c(=O)c2)C(c2cccc(Cl)c2F)C1(C#N)c1ccc(Cl)cc1F. As a reaction SMILES: [C:1]([Si:2]([CH3:3])([CH3:4])[O:6][CH2:7][CH2:8][n:9]1[c:10](=[O:46])[cH:11][c:12]([NH:15][C:16](=[O:17])[CH:18]2[NH:19][CH:20]([CH2:41][C:42]([CH3:43])([CH3:44])[CH3:45])[C:21]([C:31]#[N:32])([c:33]3[c:34]([F:40])[cH:35][c:36]([Cl:39])[cH:37][cH:38]3)[CH:22]2[c:23]2[c:24]([F:30])[c:25]([Cl:29])[cH:26][cH:27][cH:28]2)[cH:13][cH:14]1)([CH3:5])([CH3:47])[CH3:48].[CH2:50]1[O:51][CH2:52][CH2:53][CH2:54]1.[ClH:49]>>[OH:6][CH2:7][CH2:8][n:9]1[c:10](=[O:46])[cH:11][c:12]([NH:15][C:16](=[O:17])[CH:18]2[NH:19][CH:20]([CH2:41][C:42]([CH3:43])([CH3:44])[CH3:45])[C:21]([C:31]#[N:32])([c:33]3[c:34]([F:40])[cH:35][c:36]([Cl:39])[cH:37][cH:38]3)[CH:22]2[c:23]2[c:24]([F:30])[c:25]([Cl:29])[cH:26][cH:27][cH:28]2)[cH:13][cH:14]1.